Dataset: the Open Reaction Database (ORD), a public repository of structured organic reaction records. Task: describe an organic reaction: reactants, conditions, products, and yield Reactants: CN1C=NC(=C1)C1=NN=C2C=3C=C(C(=NC3C=CN21)C2=CC=C(C=C2)C2(CC1(C2)OCCO1)NC(OC(C)(C)C)=O)C1=CC=CC=C1 (tert-butyl (2-{4-[3-(1-methyl-1H-imidazol-4-yl)-9-phenyl[1,2,4]triazolo[3,4-f]-1,6-naphthyridin-8-yl]phenyl}-5,8-dioxaspiro[3.4]oct-2-yl)carbamate), C(=O)(C(F)(F)F)O (TFA). Run in C(Cl)Cl (DCM). Product: CN1C=NC(=C1)C1=NN=C2C=3C=C(C(=NC3C=CN21)C2=CC=C(C=C2)C2(CC1(C2)OCCO1)N)C1=CC=CC=C1 (2-{4-[3-(1-methyl-1H-imidazol-4-yl)-9-phenyl[1,2,4]triazolo[3,4-f]-1,6-naphthyridin-8-yl]phenyl}-5,8-dioxaspiro[3.4]octan-2-amine). Reaction SMILES: [CH3:1][N:2]1[CH:6]=[C:5]([C:7]2[N:19]3[C:10]([C:11]4[CH:12]=[C:13]([C:42]5[CH:47]=[CH:46][CH:45]=[CH:44][CH:43]=5)[C:14]([C:20]5[CH:25]=[CH:24][C:23]([C:26]6([NH:34]C(=O)OC(C)(C)C)[CH2:29][C:28]7([O:33][CH2:32][CH2:31][O:30]7)[CH2:27]6)=[CH:22][CH:21]=5)=[N:15][C:16]=4[CH:17]=[CH:18]3)=[N:9][N:8]=2)[N:4]=[CH:3]1.C(O)(C(F)(F)F)=O>C(Cl)Cl>[CH3:1][N:2]1[CH:6]=[C:5]([C:7]2[N:19]3[C:10]([C:11]4[CH:12]=[C:13]([C:42]5[CH:47]=[CH:46][CH:45]=[CH:44][CH:43]=5)[C:14]([C:20]5[CH:21]=[CH:22][C:23]([C:26]6([NH2:34])[CH2:29][C:28]7([O:33][CH2:32][CH2:31][O:30]7)[CH2:27]6)=[CH:24][CH:25]=5)=[N:15][C:16]=4[CH:17]=[CH:18]3)=[N:9][N:8]=2)[N:4]=[CH:3]1. Reported procedure: To a solution of tert-butyl (2-{4-[3-(1-methyl-1H-imidazol-4-yl)-9-phenyl[1,2,4]triazolo[3,4-f]-1,6-naphthyridin-8-yl]phenyl}-5,8-dioxaspiro[3.4]oct-2-yl) (1-11) in DCM (50 mL) was added TFA (50 mL) at rt under N2 for 2 hours. The reaction was quenched with 1N NaOH (650 mL), poured into saturated sodium bicarbonate, extracted with chloroform, dried over sodium sulfate, filtered and concentrated. The crude residue was recrystallized from methanol to give 2-{4-[3-(1-methyl-1/1-imidazol-4-yl)-9-phe... Starting materials: C(\C=C\C(=O)O)(=O)O.N1CC(CC1)S[C@H]1CC2C(C[C@H]3[C@@H]4CCC([C@@]4(C)CC[C@@H]3[C@]2(CC1)C)=O)=O (3α-[3-(RS)-pyrrolidinylthio]androstane-6,17-dione fumarate), Cl.NO (hydroxylamine hydrochloride). Product: C(\C=C\C(=O)O)(=O)O.N1CC(CC1)S[C@H]1CC2/C(/C[C@H]3[C@@H]4CCC([C@@]4(C)CC[C@@H]3[C@]2(CC1)C)=O)=N/O (3α-[3-(RS)-Pyrrolidinylthio]-6-(E)-hydroxyiminoandrostane-17-one fumarate). RXN SMILES: [C:1]([OH:8])(=[O:7])/[CH:2]=[CH:3]/[C:4]([OH:6])=[O:5].[NH:9]1[CH2:13][CH2:12][CH:11]([S:14][C@@H:15]2[CH2:32][CH2:31][C@@:30]3([CH3:33])[CH:17]([C:18](=O)[CH2:19][C@@H:20]4[C@@H:29]3[CH2:28][CH2:27][C@@:25]3([CH3:26])[C@H:21]4[CH2:22][CH2:23][C:24]3=[O:34])[CH2:16]2)[CH2:10]1.Cl.[NH2:37][OH:38]>>[C:1]([OH:8])(=[O:7])/[CH:2]=[CH:3]/[C:4]([OH:6])=[O:5].[NH:9]1[CH2:13][CH2:12][CH:11]([S:14][C@@H:15]2[CH2:32][CH2:31][C@@:30]3([CH3:33])[CH:17](/[C:18](=[N:37]/[OH:38])/[CH2:19][C@@H:20]4[C@@H:29]3[CH2:28][CH2:27][C@@:25]3([CH3:26])[C@H:21]4[CH2:22][CH2:23][C:24]3=[O:34])[CH2:16]2)[CH2:10]1 |f:0.1,2.3,4.5|. Reported procedure: The title compound was prepared following the procedure described in Example 1 and starting from 3α-[3-(RS)-pyrrolidinylthio]androstane-6,17-dione fumarate (I-dc, Example 81, 115 mg) and hydroxylamine hydrochloride (20 mg). The crude product was purified by flash chromatography (SiO2, CH2Cl2/MeOH/NH3 9/1/0.1). To the concentrated fractions the stoichiometric amount of fumaric acid in MeOH was added. After addition of EtOAc, the precipitate was filtered to give the title compound I-dd as a white ... Starting materials: [OH-].[Na+] (NaOH), O (water), [H-].[Al+3].[Li+].[H-].[H-].[H-] (lithium aluminum hydride), 100-L, C(C1=CC=CC=C1)N(C=1C=C(C(=CC1)C(=O)OC)C(=O)OC)CC1=CC=CC=C1 (dimethyl 4-(dibenzylamino)benzene-1,2-dicarboxylate), [H-].[H-].[H-].[H-].[Li+].[Al+3] (LiAlH4), O (water). Run in C1CCOC1 (THF), C1CCOC1 (THF), C1CCOC1 (THF). Reaction conditions: temperature -50 celsius, time 3 hour. Yields the product C(C1=CC=CC=C1)N(C1=CC(=C(C=C1)CO)CO)CC1=CC=CC=C1 ([4-(Dibenzylamino)benzene-1,2-diyl]dimethanol). Reaction SMILES: [CH2:1]([N:8]([CH2:23][C:24]1[CH:29]=[CH:28][CH:27]=[CH:26][CH:25]=1)[C:9]1[CH:10]=[C:11]([C:19](OC)=[O:20])[C:12]([C:15](OC)=[O:16])=[CH:13][CH:14]=1)[C:2]1[CH:7]=[CH:6][CH:5]=[CH:4][CH:3]=1.[H-].[Al+3].[Li+].[H-].[H-].[H-].[OH-].[Na+].O>C1COCC1>[CH2:23]([N:8]([CH2:1][C:2]1[CH:7]=[CH:6][CH:5]=[CH:4][CH:3]=1)[C:9]1[CH:14]=[CH:13][C:12]([CH2:15][OH:16])=[C:11]([CH2:19][OH:20])[CH:10]=1)[C:24]1[CH:25]=[CH:26][CH:27]=[CH:28][CH:29]=1 |f:1.2.3.4.5.6,7.8|. Procedure details: A 100-L, four-necked, round-bottomed flask was charged with dimethyl 4-(dibenzylamino)benzene-1,2-dicarboxylate in 38 L of THF from the previous step. While cooling with a dry ice-acetone bath (ca. −50° C.), a solution of lithium aluminum hydride (LiAlH4) in THF (1.0 M, 26 L) was added dropwise via an addition funnel keeping the internal temperature <5° C. (ca. 1.5 h addition). The resulting reaction mixture was aged at −12 to 1° C. for 3 h. Additional LiAlH4 (1.2 L) was added via addition funne... Reactants: ClC1=NC=2N([C@@H](C=3N(C2C=N1)C=NN3)CC)C3CCCC3 ((R)-7-chloro-5-cyclopentyl-4-ethyl-4,5-dihydro-[1,2,4]triazolo[4,3-f]pteridine), [OH-].[NH4+] (ammonium hydroxide). Product: C1(CCCC1)N1[C@@H](C=2N(C=3C=NC(=NC13)N)C=NN2)CC ((R)-5-cyclopentyl-4-ethyl-4,5-dihydro-[1,2,4]triazolo[4,3-f]pteridin-7-amine). The yield is 36.0%. RXN SMILES: Cl[C:2]1[N:11]=[CH:10][C:9]2[N:8]3[CH:12]=[N:13][N:14]=[C:7]3[C@@H:6]([CH2:15][CH3:16])[N:5]([CH:17]3[CH2:21][CH2:20][CH2:19][CH2:18]3)[C:4]=2[N:3]=1.[OH-].[NH4+:23]>>[CH:17]1([N:5]2[C:4]3[N:3]=[C:2]([NH2:23])[N:11]=[CH:10][C:9]=3[N:8]3[CH:12]=[N:13][N:14]=[C:7]3[C@H:6]2[CH2:15][CH3:16])[CH2:21][CH2:20][CH2:19][CH2:18]1 |f:1.2|. Reported procedure: A solution of (R)-7-chloro-5-cyclopentyl-4-ethyl-4,5-dihydro-[1,2,4]triazolo[4,3-f]pteridine (500 mg, 1.64 mmol) in ammonium hydroxide (10 ml) was heated under microwave irradiation at 140° C. for 30 minutes. The solvent was removed under reduced pressure and cold water (5 mL) was added. The resulting light brown solid was filtered under vacuum and washed with cold water to give the title compound (170 mg, 36% yield). Starting materials: C(C1=CC=CC=C1)OC1=C(C=C(C=C1)NC=1N=CN=C2C1C1=C(C3=CN(N=C3CC1)CCO[Si](C)(C)C(C)(C)C)S2)Cl (N-[4-(benzyloxy)-3-chlorophenyl]-2-(2-{[tert-butyl(dimethyl)silyl]oxy}ethyl)-4,5-dihydro-2H-pyrimido[5′,4′:4,5]thieno[2,3-e]indazol-6-amine), Cl (HCl). Run in C1CCOC1 (THF). Product: C(C1=CC=CC=C1)OC1=C(C=C(C=C1)NC1=NC=NC2=C1C1=C(C3=CN(N=C3CC1)CCO)S2)Cl (2-(6-{[4-(benzyloxy)-3-chlorophenyl]amino}-4,5-dihydro-2H-pyrimido[5′,4′:4,5]thieno[2,3-e]indazol-2-yl)ethanol). Isolated yield 60.0%. RXN SMILES: [CH2:1]([O:8][C:9]1[CH:14]=[CH:13][C:12]([NH:15][C:16]2[N:17]=[CH:18][N:19]=[C:20]3[S:41][C:23]4[C:24]5[C:28]([CH2:29][CH2:30][C:22]=4[C:21]=23)=[N:27][N:26]([CH2:31][CH2:32][O:33][Si](C(C)(C)C)(C)C)[CH:25]=5)=[CH:11][C:10]=1[Cl:42])[C:2]1[CH:7]=[CH:6][CH:5]=[CH:4][CH:3]=1.Cl>C1COCC1>[CH2:1]([O:8][C:9]1[CH:14]=[CH:13][C:12]([NH:15][C:16]2[C:21]3[C:22]4[CH2:30][CH2:29][C:28]5[C:24](=[CH:25][N:26]([CH2:31][CH2:32][OH:33])[N:27]=5)[C:23]=4[S:41][C:20]=3[N:19]=[CH:18][N:17]=2)=[CH:11][C:10]=1[Cl:42])[C:2]1[CH:7]=[CH:6][CH:5]=[CH:4][CH:3]=1. Procedure: To a stirred and cooled (0° C.) solution of N-[4-(benzyloxy)-3-chlorophenyl]-2-(2-{[tert-butyl(dimethyl)silyl]oxy}ethyl)-4,5-dihydro-2H-pyrimido[5′,4′:4,5]thieno[2,3-e]indazol-6-amine (1673 mg, 2.7 mmol) in THF (55 mL) was added aq. HCl (2M, 1.6 mL). The resulting clear solution slowly became heterogeneous with a yellow precipitate. The mixture was warmed to rt over a 5 h period, after which time the solvent was removed in vacuo. The crude residue was diluted with EtOAc (5 mL) and aq. Na2CO3 (2M... Reported procedure: The 1-phenyl-2-trimethylsilyl-2,3-dihydro-1H-2,1-benzazaphosphole-1-oxide was dissolved in 50 ml. of methanol and heated at reflux for 4 hours. After stirring for 16 hours at 26° C., the resulting solution was concentrated in vacuo and the residue was crystallized from ethyl acetate to yield 1-phenyl-2,3-dihydro-1H-2,1-benzazaphosphole-1-oxide (9.0 g, 33% yield) as a white solid having a melting point of 177°-180° C. and the following analysis: Yields the product C1(=CC=CC=C1)P1(NCC2=C1C=CC=C2)=O (1-phenyl-2,3-dihydro-1H-2,1-benzazaphosphole-1-oxide). Run in CO (methanol). The yield is 33.0%. Starting materials: C1(=CC=CC=C1)P1(N(CC2=C1C=CC=C2)[Si](C)(C)C)=O (1-phenyl-2-trimethylsilyl-2,3-dihydro-1H-2,1-benzazaphosphole-1-oxide). Reaction conditions: temperature 26 celsius, time 16 hour. As a reaction SMILES: [C:1]1([P:7]2(=[O:20])[C:11]3[CH:12]=[CH:13][CH:14]=[CH:15][C:10]=3[CH2:9][N:8]2[Si](C)(C)C)[CH:6]=[CH:5][CH:4]=[CH:3][CH:2]=1>CO>[C:1]1([P:7]2(=[O:20])[C:11]3[CH:12]=[CH:13][CH:14]=[CH:15][C:10]=3[CH2:9][NH:8]2)[CH:2]=[CH:3][CH:4]=[CH:5][CH:6]=1. The product is Nc1cc2nc(-c3ccccc3)cn2cc1Br. RXN SMILES: [C:8]([O:9][C:10](=[O:11])[NH:14][c:15]1[cH:16][c:17]2[n:18]([cH:19][c:20]1[Br:21])[cH:22][c:23](-[c:25]1[cH:26][cH:27][cH:28][cH:29][cH:30]1)[n:24]2)([CH3:12])([CH3:13])[CH3:31].[Cl:32][CH2:33][Cl:34].[OH:1][C:2]([C:3]([F:4])([F:5])[F:6])=[O:7]>>[NH2:14][c:15]1[cH:16][c:17]2[n:18]([cH:19][c:20]1[Br:21])[cH:22][c:23](-[c:25]1[cH:26][cH:27][cH:28][cH:29][cH:30]1)[n:24]2. Starting materials: CC(C)(C)OC(=O)Nc1cc2nc(-c3ccccc3)cn2cc1Br, ClCCl, O=C(O)C(F)(F)F.